Dataset: the Open Reaction Database (ORD), a public repository of structured organic reaction records. Task: describe an organic reaction: reactants, conditions, products, and yield The reactants are CCN(C(C)C)C(C)C, ClCCl, O=C=NCc1ccccc1F, CC(C)N(C(=O)C(c1cccnc1)C(CN)c1ccccc1)C(C)C. The product is CC(C)N(C(=O)C(c1cccnc1)C(CNC(=O)NCc1ccccc1F)c1ccccc1)C(C)C. Reaction SMILES: [CH:37]([N:38]([CH2:39][CH3:40])[CH:41]([CH3:42])[CH3:43])([CH3:44])[CH3:45].[Cl:46][CH2:47][Cl:48].[F:26][c:27]1[c:28]([CH2:33][N:34]=[C:35]=[O:36])[cH:29][cH:30][cH:31][cH:32]1.[NH2:1][CH2:2][CH:3]([CH:4]([C:5](=[O:6])[N:7]([CH:8]([CH3:9])[CH3:10])[CH:11]([CH3:12])[CH3:13])[c:14]1[cH:15][n:16][cH:17][cH:18][cH:19]1)[c:20]1[cH:21][cH:22][cH:23][cH:24][cH:25]1>>[NH:1]([CH2:2][CH:3]([CH:4]([C:5](=[O:6])[N:7]([CH:8]([CH3:9])[CH3:10])[CH:11]([CH3:12])[CH3:13])[c:14]1[cH:15][n:16][cH:17][cH:18][cH:19]1)[c:20]1[cH:21][cH:22][cH:23][cH:24][cH:25]1)[C:35]([NH:34][CH2:33][c:28]1[c:27]([F:26])[cH:32][cH:31][cH:30][cH:29]1)=[O:36]. Reactants: ClC1=CC=C(C=C1)C(CCN)C1=CC=C(C=C1)C=1C=NNC1 (3-(4-Chloro-phenyl)-3-[4-(1H-pyrazol-4-yl)-phenyl]-propylamine), CN (methyl amine), ClC1=CC=C(C=C1)C(C(=O)O)C1=CC=C(C=C1)Cl (Bis-(4-chloro-phenyl)-acetic acid), N (ammonia). The product is ClC1=CC=C(C=C1)C(C(=O)NC)C1=CC=C(C=C1)C=1C=NNC1 (2-(4-Chloro-phenyl)-N-methyl-2-[4-(1H-pyrazol-4-yl)-phenyl]-acetamide). RXN SMILES: ClC1C=CC(C(C2C=CC([C:18]3[CH:19]=[N:20][NH:21][CH:22]=3)=CC=2)CCN)=CC=1.Cl[C:24]1[CH:29]=[CH:28][C:27]([CH:30]([C:34]2[CH:39]=[CH:38][C:37]([Cl:40])=[CH:36][CH:35]=2)[C:31]([OH:33])=O)=[CH:26][CH:25]=1.[NH3:41].[CH3:42]N>>[Cl:40][C:37]1[CH:38]=[CH:39][C:34]([CH:30]([C:27]2[CH:26]=[CH:25][C:24]([C:18]3[CH:19]=[N:20][NH:21][CH:22]=3)=[CH:29][CH:28]=2)[C:31]([NH:41][CH3:42])=[O:33])=[CH:35][CH:36]=1. Reported procedure: By following the procedure described in Example 12A followed by 12C but substituting 3-(4-Bromo-phenyl)-3-(4-chloro-phenyl)-propionic acid for Bis-(4-chloro-phenyl)-acetic acid and ammonia for methyl amine, the title compound was obtained. LC/MS (PS-A2): Rt 2.64 [M+H]+ 326. 1H NMR (Me-d3-OD) δ 2.79 (3H, s), 4.94, (1H, br s), 7.26-7.35 (6H, m), 7.55-7.57 (2H, m), 7.96 (2H, br s) The reactants are C1(CCCCC1)P(C1=C(C=CC=C1)C1=CC=CC=C1)C1CCCCC1 (2-(dicyclohexylphosphino)-biphenyl), COC=1C=C(C=CC1N1C=NC(=C1)C)N (3-methoxy-4-(4-methyl-imidazol-1-yl)-phenylamine), C(C1=CC=CC=C1)C1=NC(=NC=C1)Cl (4-benzyl-2-chloro-pyrimidine), C([O-])([O-])=O.[K+].[K+] (potassium carbonate). Reagents/catalysts: C(C)(=O)[O-].[Pd+2].C(C)(=O)[O-] (Palladium acetate). The solvent is O1CCOCC1 (dioxane), O1CCOCC1 (dioxane). Reaction conditions: temperature 20 celsius, time 10 minute. Yields the product C(C1=CC=CC=C1)C1=NC(=NC=C1)NC1=CC(=C(C=C1)N1C=NC(=C1)C)OC ((4-Benzyl-pyrimidin-2-yl)-[3-methoxy-4-(4-methyl-imidazol-1-yl)-phenyl]-amine). The yield is 44.9%. As a reaction SMILES: C1(P(C2CCCCC2)C2C=CC=CC=2C2C=CC=CC=2)CCCCC1.[CH3:26][O:27][C:28]1[CH:29]=[C:30]([NH2:40])[CH:31]=[CH:32][C:33]=1[N:34]1[CH:38]=[C:37]([CH3:39])[N:36]=[CH:35]1.[CH2:41]([C:48]1[CH:53]=[CH:52][N:51]=[C:50](Cl)[N:49]=1)[C:42]1[CH:47]=[CH:46][CH:45]=[CH:44][CH:43]=1.C(=O)([O-])[O-].[K+].[K+]>O1CCOCC1.C([O-])(=O)C.[Pd+2].C([O-])(=O)C>[CH2:41]([C:48]1[CH:53]=[CH:52][N:51]=[C:50]([NH:40][C:30]2[CH:31]=[CH:32][C:33]([N:34]3[CH:38]=[C:37]([CH3:39])[N:36]=[CH:35]3)=[C:28]([O:27][CH3:26])[CH:29]=2)[N:49]=1)[C:42]1[CH:43]=[CH:44][CH:45]=[CH:46][CH:47]=1 |f:3.4.5,7.8.9|. Reported procedure: Palladium acetate (2.7 mg, 0.012 mmol) and 2-(dicyclohexylphosphino)-biphenyl (8.7 mg, 0.024 mmol) were dissolved under an atmosphere of nitrogen in dioxane (1 mL) and stirred for 10 min at 20° C. This solution was added at 20° C. under an atmosphere of nitrogen to a microwave flask containing 3-methoxy-4-(4-methyl-imidazol-1-yl)-phenylamine (61 mg, 0.3 mmol), 4-benzyl-2-chloro-pyrimidine (68 mg, 0.3 mmol) and potassium carbonate (829 mg, 6.0 mmol). The mixture was diluted with dioxane (1.7 mL) ...